describe an organic reaction: reactants, conditions, products, and yield From a dataset of the Open Reaction Database (ORD), a public repository of structured organic reaction records. Reactants: C1CCOC1, CC(N)C1CCCCC1, Cl, CNc1nccc(-c2cccnc2Oc2ccc(F)c(C(=O)Cl)c2)n1. Yields the product CNc1nccc(-c2cccnc2Oc2ccc(F)c(C(=O)NC(C)C3CCCCC3)c2)n1. As a reaction SMILES: [CH2:36]1[O:37][CH2:38][CH2:39][CH2:40]1.[CH:27]1([CH:33]([CH3:34])[NH2:35])[CH2:28][CH2:29][CH2:30][CH2:31][CH2:32]1.[ClH:1].[F:2][c:3]1[c:4]([C:5](=[O:6])[Cl:7])[cH:8][c:9]([O:12][c:13]2[n:14][cH:15][cH:16][cH:17][c:18]2-[c:19]2[n:20][c:21]([NH:25][CH3:26])[n:22][cH:23][cH:24]2)[cH:10][cH:11]1>>[F:2][c:3]1[c:4]([C:5](=[O:6])[NH:35][CH:33]([CH:27]2[CH2:28][CH2:29][CH2:30][CH2:31][CH2:32]2)[CH3:34])[cH:8][c:9]([O:12][c:13]2[n:14][cH:15][cH:16][cH:17][c:18]2-[c:19]2[n:20][c:21]([NH:25][CH3:26])[n:22][cH:23][cH:24]2)[cH:10][cH:11]1. The reactants are COC(C1=CC(=C(C(=C1)O)C\C=C\C1=CC=CC=C1)O)=O (3,5-dihydroxy-4-((E)-3-phenyl-allyl)-benzoic acid methyl ester), CO (MeOH). Solvent: Cl (HCl). The product is COC(=O)C1=CC2=C(CC(O2)CC2=CC=CC=C2)C(=C1)O (2-Benzyl-4-hydroxy-2,3-dihydro-benzofuran-6-carboxylic acid methyl ester). The yield is 76.9%. RXN SMILES: [CH3:1][O:2][C:3](=[O:21])[C:4]1[CH:9]=[C:8]([OH:10])[C:7]([CH2:11]/[CH:12]=[CH:13]/[C:14]2[CH:19]=[CH:18][CH:17]=[CH:16][CH:15]=2)=[C:6]([OH:20])[CH:5]=1.CO>Cl>[CH3:1][O:2][C:3]([C:4]1[CH:9]=[C:8]([OH:10])[C:7]2[CH2:11][CH:12]([CH2:13][C:14]3[CH:15]=[CH:16][CH:17]=[CH:18][CH:19]=3)[O:20][C:6]=2[CH:5]=1)=[O:21]. Reported procedure: A solution of 3,5-dihydroxy-4-((E)-3-phenyl-allyl)-benzoic acid methyl ester (220 h) (12 g, 0.032 mol) in HCl (g)/MeOH (4 N, 150 mL) was stirred at room temperature for 2 days. The reaction solution was concentrated to give a brown solid. The crude solid was re-crystallized from EtOAc to give the product (7 g) as a yellow solid. The mother liquid was concentrated to give a brown solid (5 g). The total yield is 98%. 1H NMR (400 MHz, CDCl3): δ 9.90 (br, 1H), 7.27˜7.46 (m, 5H), 7.00 (s, 1H), 6.87 (... Reactants: OB(O)c1ccccc1Br, O=C([O-])[O-], Clc1cnc(OCc2ccccc2)c(Br)c1, CCO, [K+], [K+], O, Cc1ccccc1, c1ccc(P(c2ccccc2)(c2ccccc2)[Pd](P(c2ccccc2)(c2ccccc2)c2ccccc2)(P(c2ccccc2)(c2ccccc2)c2ccccc2)P(c2ccccc2)(c2ccccc2)c2ccccc2)cc1. Yields the product Clc1cnc(OCc2ccccc2)c(-c2ccccc2Br)c1. Reaction SMILES: [Br:17][c:18]1[c:19]([B:24]([OH:25])[OH:26])[cH:20][cH:21][cH:22][cH:23]1.[C:27](=[O:28])([O-:29])[O-:30].[CH2:1]([c:2]1[cH:3][cH:4][cH:5][cH:6][cH:7]1)[O:8][c:9]1[n:10][cH:11][c:12]([Cl:16])[cH:13][c:14]1[Br:15].[CH2:34]([OH:35])[CH3:36].[K+:31].[K+:32].[OH2:33].[c:37]1([CH3:38])[cH:39][cH:40][cH:41][cH:42][cH:43]1.[cH:44]1[cH:45][cH:46][c:47]([P:48]([Pd:49]([P:50]([c:51]2[cH:52][cH:53][cH:54][cH:55][cH:56]2)([c:57]2[cH:58][cH:59][cH:60][cH:61][cH:62]2)[c:63]2[cH:64][cH:65][cH:66][cH:67][cH:68]2)([P:69]([c:70]2[cH:71][cH:72][cH:73][cH:74][cH:75]2)([c:76]2[cH:77][cH:78][cH:79][cH:80][cH:81]2)[c:82]2[cH:83][cH:84][cH:85][cH:86][cH:87]2)[P:88]([c:89]2[cH:90][cH:91][cH:92][cH:93][cH:94]2)([c:95]2[cH:96][cH:97][cH:98][cH:99][cH:100]2)[c:101]2[cH:102][cH:103][cH:104][cH:105][cH:106]2)([c:107]2[cH:108][cH:109][cH:110][cH:111][cH:112]2)[c:113]2[cH:114][cH:115][cH:116][cH:117][cH:118]2)[cH:119][cH:120]1>>[CH2:1]([c:2]1[cH:3][cH:4][cH:5][cH:6][cH:7]1)[O:8][c:9]1[n:10][cH:11][c:12]([Cl:16])[cH:13][c:14]1-[c:19]1[c:18]([Br:17])[cH:23][cH:22][cH:21][cH:20]1. Starting materials: ClC=1C(=C(C=CC1C#N)N1[C@H](C(=O)O)CCC1)C (1-(3-chloro-4-cyano-2-methylphenyl)proline), CN(C)C(=[N+](C)C)ON1C2=C(C=CC=C2)N=N1.[B-](F)(F)(F)F (TBTU), C(C)(C)N(CC)C(C)C (diisopropylethylamine), ON1N=NC2=C1C=CC=C2 (N-hydroxybenzotriazole), ONC(C)=N (N-hydroxyacetamidine). The solvent is CN(C)C=O (DMF). Run at temperature 21 celsius, time 18 hour. Product: ClC1=C(C#N)C=CC(=C1C)N1C(CCC1)C1=NC(=NO1)C (2-chloro-3-methyl-4-[2-(3-methyl-1,2,4-oxadiazol-5-yl)pyrrolidin-1-yl]benzonitrile). As a reaction SMILES: [Cl:1][C:2]1[C:3]([CH3:18])=[C:4]([N:10]2[CH2:17][CH2:16][CH2:15][C@H:11]2[C:12]([OH:14])=O)[CH:5]=[CH:6][C:7]=1[C:8]#[N:9].CN(C(ON1N=NC2C=CC=CC1=2)=[N+](C)C)C.[B-](F)(F)(F)F.C(N(C(C)C)CC)(C)C.ON1C2C=CC=CC=2N=N1.O[NH:61][C:62](=[NH:64])[CH3:63]>CN(C=O)C>[Cl:1][C:2]1[C:3]([CH3:18])=[C:4]([N:10]2[CH2:17][CH2:16][CH2:15][CH:11]2[C:12]2[O:14][N:64]=[C:62]([CH3:63])[N:61]=2)[CH:5]=[CH:6][C:7]=1[C:8]#[N:9] |f:1.2|. Procedure details: To a solution of 1-(3-chloro-4-cyano-2-methylphenyl)proline (0.200 g, 0.756 mmol), TBTU (0.364 g, 1.136 mmol), diisopropylethylamine (0.458 g, 3.78 mmol) and N-hydroxybenzotriazole (0.023 g, 0.150 mmol) in DMF add N-hydroxyacetamidine (0.084 g, 1.136 mmol). Stir the solution at 21° C. for 18 h. then heat the reaction at 100° C. in a microwave for 1 h. Partition the reaction between ethyl acetate and 2N aqueous hydrochloric acid. Extract the organic phase with 2N aqueous sodium hydroxide and brin... Starting materials: COc1cc(OC)c2c(CNC(=O)OC(C)(C)C)ncc(C(=O)N(CCN(C)C)Cc3ccccc3)c2c1, CCOC(C)=O, Cl. Product: COc1cc(OC)c2c(CN)ncc(C(=O)N(CCN(C)C)Cc3ccccc3)c2c1. RXN SMILES: [C:1]([O:2][C:3](=[O:4])[NH:7][CH2:8][c:9]1[n:10][cH:11][c:12]([C:23]([N:24]([CH2:25][CH2:26][N:27]([CH3:28])[CH3:29])[CH2:30][c:31]2[cH:32][cH:33][cH:34][cH:35][cH:36]2)=[O:37])[c:13]2[cH:14][c:15]([O:21][CH3:22])[cH:16][c:17]([O:19][CH3:20])[c:18]12)([CH3:5])([CH3:6])[CH3:38].[CH3:40][CH2:41][O:42][C:43]([CH3:44])=[O:45].[ClH:39]>>[NH2:7][CH2:8][c:9]1[n:10][cH:11][c:12]([C:23]([N:24]([CH2:25][CH2:26][N:27]([CH3:28])[CH3:29])[CH2:30][c:31]2[cH:32][cH:33][cH:34][cH:35][cH:36]2)=[O:37])[c:13]2[cH:14][c:15]([O:21][CH3:22])[cH:16][c:17]([O:19][CH3:20])[c:18]12. Reactants: CC(=O)O[BH-](OC(C)=O)OC(C)=O, CC(Cl)Cl, COc1cc(-c2nn(-c3ccc(C=O)cc3)c3ncnc(N)c23)ccc1NC(=O)c1ccc(C(F)(F)F)cc1F, [Na+], [Na+], [OH-], OCCN1CCNCC1. The product is COc1cc(-c2nn(-c3ccc(CN4CCN(CCO)CC4)cc3)c3ncnc(N)c23)ccc1NC(=O)c1ccc(C(F)(F)F)cc1F. Reaction SMILES: [C:50]([O:51][BH-:52]([O:53][C:54](=[O:55])[CH3:56])[O:57][C:58](=[O:59])[CH3:60])(=[O:61])[CH3:62].[Cl:66][CH:67]([Cl:68])[CH3:69].[NH2:1][c:2]1[c:3]2[c:4]([n:5][cH:6][n:7]1)[n:8](-[c:33]1[cH:34][cH:35][c:36]([CH:39]=[O:40])[cH:37][cH:38]1)[n:9][c:10]2-[c:11]1[cH:12][c:13]([O:31][CH3:32])[c:14]([NH:17][C:18]([c:19]2[c:20]([F:29])[cH:21][c:22]([C:25]([F:26])([F:27])[F:28])[cH:23][cH:24]2)=[O:30])[cH:15][cH:16]1.[Na+:63].[Na+:65].[OH-:64].[OH:41][CH2:42][CH2:43][N:44]1[CH2:45][CH2:46][NH:47][CH2:48][CH2:49]1>>[NH2:1][c:2]1[c:3]2[c:4]([n:5][cH:6][n:7]1)[n:8](-[c:33]1[cH:34][cH:35][c:36]([CH2:39][N:47]3[CH2:46][CH2:45][N:44]([CH2:43][CH2:42][OH:41])[CH2:49][CH2:48]3)[cH:37][cH:38]1)[n:9][c:10]2-[c:11]1[cH:12][c:13]([O:31][CH3:32])[c:14]([NH:17][C:18]([c:19]2[c:20]([F:29])[cH:21][c:22]([C:25]([F:26])([F:27])[F:28])[cH:23][cH:24]2)=[O:30])[cH:15][cH:16]1.